From a dataset of the Open Reaction Database (ORD), a public repository of structured organic reaction records. describe an organic reaction: reactants, conditions, products, and yield Starting materials: CC(C)(C)OC(=O)N1CCC(C2CCCCC2)C1C(=O)O, ClCCl, O=C(O)C(F)(F)F. Product: O=C(O)C1NCCC1C1CCCCC1. Reaction SMILES: [C:1]([O:2][C:3]([CH3:4])([CH3:5])[CH3:6])(=[O:7])[N:8]1[CH:9]([C:10](=[O:11])[OH:12])[CH:13]([CH:16]2[CH2:17][CH2:18][CH2:19][CH2:20][CH2:21]2)[CH2:14][CH2:15]1.[Cl:29][CH2:30][Cl:31].[F:22][C:23]([F:24])([F:25])[C:26]([OH:27])=[O:28]>>[NH:8]1[CH:9]([C:10](=[O:11])[OH:12])[CH:13]([CH:16]2[CH2:17][CH2:18][CH2:19][CH2:20][CH2:21]2)[CH2:14][CH2:15]1. Reactants: ClC=1C=C(C=CC1Cl)C(CC=O)C1N(C(C2=CC=CC=C12)=O)CCC (3-(3,4-dichlorophenyl)-3-(2-propyl-3-oxo-2,3-dihydro-1H-isoindol-1-yl)propionaldehyde), CS(=O)C1=C(C=CC=C1)C1CCNCC1 (4-(2-methylsulfinylphenyl)piperidine). The product is Cl.ClC=1C=C(C=CC1Cl)C(CCN1CCC(CC1)C1=C(C=CC=C1)S(=O)C)C1N(C(C2=CC=CC=C12)=O)CCC (3-[1-(3,4-Dichlorophenyl)-3-(4-(2-methylsulfinylphenyl)piperidino)propyl]-2-propyl-2,3-dihydroisoindol-1-one hydrochloride). Isolated yield 46.5%. RXN SMILES: [Cl:1][C:2]1[CH:3]=[C:4]([CH:9]([CH:13]2[C:21]3[C:16](=[CH:17][CH:18]=[CH:19][CH:20]=3)[C:15](=[O:22])[N:14]2[CH2:23][CH2:24][CH3:25])[CH2:10][CH:11]=O)[CH:5]=[CH:6][C:7]=1[Cl:8].[CH3:26][S:27]([C:29]1[CH:34]=[CH:33][CH:32]=[CH:31][C:30]=1[CH:35]1[CH2:40][CH2:39][NH:38][CH2:37][CH2:36]1)=[O:28]>>[ClH:1].[Cl:1][C:2]1[CH:3]=[C:4]([CH:9]([CH:13]2[C:21]3[C:16](=[CH:17][CH:18]=[CH:19][CH:20]=3)[C:15](=[O:22])[N:14]2[CH2:23][CH2:24][CH3:25])[CH2:10][CH2:11][N:38]2[CH2:39][CH2:40][CH:35]([C:30]3[CH:31]=[CH:32][CH:33]=[CH:34][C:29]=3[S:27]([CH3:26])=[O:28])[CH2:36][CH2:37]2)[CH:5]=[CH:6][C:7]=1[Cl:8] |f:2.3|. Procedure: A solution of 3-(3,4-dichlorophenyl)-3-(2-propyl-3-oxo-2,3-dihydro-1H-isoindol-1-yl)propionaldehyde (0.235 g) was treated with 4-(2-methylsulfinylphenyl)piperidine (0.236 g) as described in Example 8. The resulting material was purified by chromatography and was transformed into the hydrochloride to afford the title compound (0.09 g); mp 78°-85° C. (dec); MS: m/z=583(M+1); NMR(CD3OD): 0.92 (m,3), 1.5-4.3 (m,21), 4.98-5.04 (m,1), 7.27 (m,11). Analysis for C32H36Cl2N2 O2S.1.0 HCl.0.5 H2O: Calculat... Reactants: ClC1=C(NC2=C(C=CC=C2)CC(=O)O)C(=CC=C1)Cl ([o-(2,6-dichloro-anilino)-phenyl]-acetic acid), C(C(C)(C)C)OC(N(C)C)OCC(C)(C)C (dimethyl formamide-dineopentylacetal), OCCC1=NC=CC=C1 (2-(2-hydroxyethyl)-pyridine). Yields the product N1=CC=C(C=C1)CCCOC(CC1=C(C=CC=C1)NC1=C(C=CC=C1Cl)Cl)=O ([o-(2,6-Dichloro-anilino)-phenyl]-acetic acid-3-(4-pyridyl)-propyl ester). RXN SMILES: [Cl:1][C:2]1[CH:18]=[CH:17][CH:16]=[C:15]([Cl:19])[C:3]=1[NH:4][C:5]1[CH:10]=[CH:9][CH:8]=[CH:7][C:6]=1[CH2:11][C:12]([OH:14])=[O:13].[CH2:20](OC(OCC(C)(C)C)N(C)C)[C:21](C)(C)[CH3:22].OCC[C:39]1[CH:44]=[CH:43][CH:42]=[CH:41][N:40]=1>>[N:40]1[CH:39]=[CH:44][C:43]([CH2:20][CH2:21][CH2:22][O:13][C:12](=[O:14])[CH2:11][C:6]2[CH:7]=[CH:8][CH:9]=[CH:10][C:5]=2[NH:4][C:3]2[C:2]([Cl:1])=[CH:18][CH:17]=[CH:16][C:15]=2[Cl:19])=[CH:42][CH:41]=1. Procedure: In analogous manner [o-(2,6-dichloro-anilino)-phenyl]-acetic acid-2-(2-pyridyl)-ethyl ester with a melting point of 67°-68°C (crystallisation from petroleum ether) is obtained starting from 2.96 g of [o-(2,6-dichloro-anilino)-phenyl]-acetic acid, 3.0 g of dimethyl formamide-dineopentylacetal, and 1.4 g of 2-(2-hydroxyethyl)-pyridine. Reactants: CC(C)(C)OC(N)=O, NC1CC1, NC(CC(=O)N1CCCC1C(=O)NCc1cc(Cl)ccc1OCC(=O)O)Cc1ccccc1, CN(C)C=O. Yields the product NC(CC(=O)N1CCCC1C(=O)NCc1cc(Cl)ccc1OCC(=O)NC1CC1)Cc1ccccc1. RXN SMILES: [C:1](=[O:2])([O:3][C:4]([CH3:5])([CH3:6])[CH3:7])[NH2:8].[CH:42]1([NH2:45])[CH2:43][CH2:44]1.[NH2:9][CH:10]([CH2:11][C:12](=[O:13])[N:14]1[CH:15]([C:16](=[O:17])[NH:18][CH2:19][c:20]2[c:21]([O:22][CH2:23][C:24](=[O:25])[OH:26])[cH:27][cH:28][c:29]([Cl:31])[cH:30]2)[CH2:32][CH2:33][CH2:34]1)[CH2:35][c:36]1[cH:37][cH:38][cH:39][cH:40][cH:41]1.[O:46]=[CH:47][N:48]([CH3:49])[CH3:50]>>[NH2:9][CH:10]([CH2:11][C:12](=[O:13])[N:14]1[CH:15]([C:16](=[O:17])[NH:18][CH2:19][c:20]2[c:21]([O:22][CH2:23][C:24](=[O:26])[NH:45][CH:42]3[CH2:43][CH2:44]3)[cH:27][cH:28][c:29]([Cl:31])[cH:30]2)[CH2:32][CH2:33][CH2:34]1)[CH2:35][c:36]1[cH:37][cH:38][cH:39][cH:40][cH:41]1. Starting materials: C(C)(C)C1=NN(C=C1)C1=NC2=C(C(=CC=C2C(=C1)OC1CC2C(N(CCCCC=CC3CC3(NC(C2C1)=O)C(=O)O)C)=O)OC)C (17-[2-(3-isopropylpyrazol-1-yl)-7-methoxy-8-methylquinolin-4-yl-oxy]-13-methyl-2,14-dioxo-3,13-diazatricyclo[13.3.0.04,6]octadec-7-ene-4-carboxylic acid), CC1(CC1)S(=O)(=O)N (1-methylcyclopropylsulfonamide), ClC=1C(=CC=C2C(=CC(=NC12)C=1SC=C(N1)C(C)C)OC1CC2C(N(CCCCC=CC3CC3(NC(C2C1)=O)C(=O)NS(=O)(=O)C1CC1)C)=O)OC (N-[17-[8-chloro-2-(4-isopropylthiazole-2-yl)-7-methoxyquinolin-4-yloxy]-13-methyl-2,14-dioxo-3,13-diazatricyclo[13.3.0.04,6]-octadec-7-ene-4-carbonyl](cyclopropyl)sulfonamide). Product: C(C)(C)C1=NN(C=C1)C1=NC2=C(C(=CC=C2C(=C1)OC1CC2C(N(CCCCC=CC3CC3(NC(C2C1)=O)C(=O)NS(=O)(=O)C1(CC1)C)C)=O)OC)C (N-[17-[2-(3-isopropylpyrazol-1-yl)-7-methoxy-8-methyl-quinolin-4-yloxy]-13-methyl-2,14-dioxo-3,13-diazatricyclo[13.3.0.04,6]octadec-7-ene-4-carbonyl][1-(methyl)cyclopropyl]sulfonamide). As a reaction SMILES: [CH:1]([C:4]1[CH:8]=[CH:7][N:6]([C:9]2[CH:18]=[C:17]([O:19][CH:20]3[CH2:37][CH:36]4[CH:22]([C:23](=[O:43])[N:24]([CH3:42])[CH2:25][CH2:26][CH2:27][CH2:28][CH:29]=[CH:30][CH:31]5[C:33]([C:39]([OH:41])=O)([NH:34][C:35]4=[O:38])[CH2:32]5)[CH2:21]3)[C:16]3[C:11](=[C:12]([CH3:46])[C:13]([O:44][CH3:45])=[CH:14][CH:15]=3)[N:10]=2)[N:5]=1)([CH3:3])[CH3:2].[CH3:47][C:48]1([S:51]([NH2:54])(=[O:53])=[O:52])[CH2:50][CH2:49]1.ClC1C(OC)=CC=C2C=1N=C(C1SC=C(C(C)C)N=1)C=C2OC1CC2C(C(=O)N(C)CCCCC=CC3C(C(NS(C4CC4)(=O)=O)=O)(NC2=O)C3)C1>>[CH:1]([C:4]1[CH:8]=[CH:7][N:6]([C:9]2[CH:18]=[C:17]([O:19][CH:20]3[CH2:37][CH:36]4[CH:22]([C:23](=[O:43])[N:24]([CH3:42])[CH2:25][CH2:26][CH2:27][CH2:28][CH:29]=[CH:30][CH:31]5[C:33]([C:39]([NH:54][S:51]([C:48]6([CH3:47])[CH2:50][CH2:49]6)(=[O:53])=[O:52])=[O:41])([NH:34][C:35]4=[O:38])[CH2:32]5)[CH2:21]3)[C:16]3[C:11](=[C:12]([CH3:46])[C:13]([O:44][CH3:45])=[CH:14][CH:15]=3)[N:10]=2)[N:5]=1)([CH3:2])[CH3:3]. Procedure: The title compound was prepared from 17-[2-(3-isopropylpyrazol-1-yl)-7-methoxy-8-methylquinolin-4-yloxy]-13-methyl-2,14-dioxo-3,13-diazatricyclo[13.3.0.04,6]octadec-7-ene-4-carboxylic acid (65) and 1-methylcyclopropylsulfonamide following the procedure reported for the preparation of N-[17-[8-chloro-2-(4-isopropylthiazole-2-yl)-7-methoxyquinolin-4-yloxy]-13-methyl-2,14-dioxo-3,13-diazatricyclo[13.3.0.04,6]-octadec-7-ene-4-carbonyl](cyclopropyl)sulfonamide (56): m/z=747 (M+H)+. 1H NMR (CDCl3): 0.... The reactants are ClC1CCCCC1 (chlorocyclohexane), B(OC)(OC)OC (trimethyl borate), [Li] (lithium), ClC1CCCCC1 (chlorocyclohexane), COC1=CC(OC)=CC=C1 (resorcinol dimethyl ether), Cl (HCl). Run in O (water), C1CCOC1 (THF), C1CCOC1 (THF), C1CCCCC1 (cyclohexane). Run at temperature -50 celsius, time 30 minute. Yields the product COC1=C(C(=CC=C1)OC)B(O)O (2,6-dimethoxyphenylboronic acid). Isolated yield 91.3%. RXN SMILES: ClC1CCCCC1.[CH3:8][O:9][C:10]1[CH:17]=[CH:16][CH:15]=[C:12]([O:13][CH3:14])[CH:11]=1.[Li].[B:19](OC)([O:22]C)[O:20]C.Cl>C1COCC1.C1CCCCC1.O>[CH3:8][O:9][C:10]1[CH:17]=[CH:16][CH:15]=[C:12]([O:13][CH3:14])[C:11]=1[B:19]([OH:22])[OH:20] |^1:17|. Reported procedure: A mixture of 20.88 g of chlorocyclohexane (0.176 mol) and 22.1 g of resorcinol dimethyl ether (0.16 mol) is added dropwise to a suspension of 2.35 g of lithium granules (0.34 mol) in 300 g of THF at −50° C., with an addition time of 2 hours being selected. After a conversion of the chlorocyclohexane of >97% determined by GC (total of 9 h), 16.6 g of trimethyl borate (0.16 mol) are added dropwise at the same temperature over a period of 15 minutes. After stirring for another 30 minutes at −50° C....